This data is from the Open Reaction Database (ORD), a public repository of structured organic reaction records. The task is: describe an organic reaction: reactants, conditions, products, and yield Starting materials: ClCC=1C(=CC=CC1)CCl (α,α′-dichloro-o-xylene), ClCl (chlorine), ClCC=1C(=CC=CC1)CCl (α,α′-dichloro-o-xylene), CC(C)(C#N)N=NC(C)(C)C#N (AIBN). Solvent: CC=1C=CC=CC1C (o-xylene), CC=1C=CC=CC1C (o-xylene). Run at temperature 90 celsius, time 4 hour. Product: ClCC=1C(=CC=CC1)C (α-chloro-o-xylene). Yield: 30.0%. As a reaction SMILES: CC(N=NC(C#N)(C)C)(C#N)C.ClCl.[Cl:15][CH2:16][C:17]1[C:18]([CH2:23]Cl)=[CH:19][CH:20]=[CH:21][CH:22]=1>CC1C=CC=CC=1C>[Cl:15][CH2:16][C:17]1[C:18]([CH3:23])=[CH:19][CH:20]=[CH:21][CH:22]=1. Procedure details: A condenser tube, a stirring blade and a thermometer were set to a 500-mL-volume four-necked flask and in this reaction device, 86.9 g (0.82 mol) of o-xylene and 2.17 g (0.013 mol) of AIBN were placed to prepare a mixed solution. After the reaction device was heated to 90° C., chlorine gas was blown therein at a flow rate of 0.378 mol/hr, and the reaction was carried out for 4 hour with stirring. After completion of the reaction, a part of the reaction mixture was sampled. Then, the components o... Reactants: COC(=O)C=1C=C2C(CC(NC2=CC1)C1=C(C=CC(=C1)Br)C)(C)C (2-(5-bromo-2-methyl-phenyl)-4,4-dimethyl-1,2,3,4-tetrahydro-quinoline-6-carboxylic acid methyl ester), N1CCOCC1 (morpholine), Cl.CN(CC(=O)O)C (N,N-dimethylglycine hydrochloride), C([O-])([O-])=O.[K+].[K+] (potassium carbonate). Reagents/catalysts: [Cu]I (copper(I) iodide). The solvent is CS(=O)C (dimethyl sulfoxide). The product is C(C)OC(=O)C=1C=C2C(CC(NC2=CC1)C1=C(C=CC(=C1)N1CCOCC1)C)(C)C (4,4-dimethyl-2-(2-methyl-5-morpholin-4-yl-phenyl)-1,2,3,4-tetrahydro-quinoline-6-carboxylic acid ethyl ester). Yield: 112.5%. RXN SMILES: [CH3:1][O:2][C:3]([C:5]1[CH:6]=[C:7]2[C:12](=[CH:13][CH:14]=1)[NH:11][CH:10]([C:15]1[CH:20]=[C:19](Br)[CH:18]=[CH:17][C:16]=1[CH3:22])[CH2:9][C:8]2([CH3:24])[CH3:23])=[O:4].[NH:25]1[CH2:30][CH2:29][O:28][CH2:27][CH2:26]1.Cl.[CH3:32]N(C)CC(O)=O.C(=O)([O-])[O-].[K+].[K+]>CS(C)=O.[Cu]I>[CH2:1]([O:2][C:3]([C:5]1[CH:6]=[C:7]2[C:12](=[CH:13][CH:14]=1)[NH:11][CH:10]([C:15]1[CH:20]=[C:19]([N:25]3[CH2:30][CH2:29][O:28][CH2:27][CH2:26]3)[CH:18]=[CH:17][C:16]=1[CH3:22])[CH2:9][C:8]2([CH3:24])[CH3:23])=[O:4])[CH3:32] |f:2.3,4.5.6|. Procedure details: A mixture solution of 2-(5-bromo-2-methyl-phenyl)-4,4-dimethyl-1,2,3,4-tetrahydro-quinoline-6-carboxylic acid methyl ester (3.5 g, 8.7 mmol), morpholine (7.6 mL, 87 mmol), copper(I) iodide (1 g, 5.22 mmol), N,N-dimethylglycine hydrochloride (0.97 g, 6.96 mmol), and potassium carbonate (3.6 g, 26.1 mmol) in dimethyl sulfoxide (25 mL) was stirred at 120° C. for 16 h. Then the reaction mixture was cooled to room temperature. The reaction mixture was extracted with ethyl acetate (200 mL×2), washed w... Starting materials: C1(=CC=CC=C1)C1CCN2C3=C(C=C(C=C13)CC(=O)O)C(CC2)C2=CC=CC=C2 (2-(1,7-diphenyl-1,2,3,5,6,7-hexahydropyrido[3,2,1-ij]quinolin-9-yl)acetic acid), C(C)N (Ethyl amine), CCN=C=NCCCN(C)C (EDCI), C=1C=CC2=C(C1)N=NN2O (HOBt). Solvent: ClCCl (dichloromethane). Conditions: time 8 hour. Product: C(C)NC(CC=1C=C2C(CCN3C2=C(C1)C(CC3)C3=CC=CC=C3)C3=CC=CC=C3)=O (N-ethyl-2-(1,7-diphenyl-1,2,3,5,6,7-hexahydropyrido[3,2,1-ij]quinolin-9-yl)acetamide). Yield: 28.7%. RXN SMILES: [C:1]1([CH:7]2[C:16]3[C:11]4=[C:12]([CH:21]([C:24]5[CH:29]=[CH:28][CH:27]=[CH:26][CH:25]=5)[CH2:22][CH2:23][N:10]4[CH2:9][CH2:8]2)[CH:13]=[C:14]([CH2:17][C:18]([OH:20])=O)[CH:15]=3)[CH:6]=[CH:5][CH:4]=[CH:3][CH:2]=1.[CH2:30]([NH2:32])[CH3:31].CCN=C=NCCCN(C)C.C1C=CC2N(O)N=NC=2C=1>ClCCl>[CH2:30]([NH:32][C:18](=[O:20])[CH2:17][C:14]1[CH:13]=[C:12]2[C:11]3=[C:16]([CH:7]([C:1]4[CH:6]=[CH:5][CH:4]=[CH:3][CH:2]=4)[CH2:8][CH2:9][N:10]3[CH2:23][CH2:22][CH:21]2[C:24]2[CH:25]=[CH:26][CH:27]=[CH:28][CH:29]=2)[CH:15]=1)[CH3:31]. Procedure: To a solution of 2-(1,7-diphenyl-1,2,3,5,6,7-hexahydropyrido[3,2,1-ij]quinolin-9-yl)acetic acid (16), (85 mg, 0.229 mmol) in dichloromethane (10 mL) were added Ethyl amine (0.015 mL, 0.229 mmol), EDCI (103 mg, 0.538 mmol), followed by HOBt (72 mg, 0.538 mmol) under argon at 0° C. The reaction mixture was then stirred at room temperature for overnight. The reaction was quenched with water (30 mL). The residue was isolated in a typical aqueous workup and purified by MPLC (medium pressure liquid ch... The reactants are FC(C1=C(C=CC=C1)S(=O)(=O)NC=1C(=NC=CN1)N1CCN(CC1)C(=O)OC(C)(C)C)(F)F (tert-butyl 4-[3-({[2-(trifluoromethyl)phenyl]sulfonyl}amino)pyrazin-2-yl]piperazine-1-carboxylate), FC(C(=O)O)(F)F (trifluoroacetic acid). Run in ClCCl (dichloromethane). Reaction conditions: time 2 hour. The product is N1(CCNCC1)C=1C(=NC=CN1)NS(=O)(=O)C1=C(C=CC=C1)C(F)(F)F (N-(3-piperazin-1-ylpyrazin-2-yl)-2-(trifluoromethyl)benzenesulfonamide). Reaction SMILES: [F:1][C:2]([F:33])([F:32])[C:3]1[CH:8]=[CH:7][CH:6]=[CH:5][C:4]=1[S:9]([NH:12][C:13]1[C:14]([N:19]2[CH2:24][CH2:23][N:22](C(OC(C)(C)C)=O)[CH2:21][CH2:20]2)=[N:15][CH:16]=[CH:17][N:18]=1)(=[O:11])=[O:10].FC(F)(F)C(O)=O>ClCCl>[N:19]1([C:14]2[C:13]([NH:12][S:9]([C:4]3[CH:5]=[CH:6][CH:7]=[CH:8][C:3]=3[C:2]([F:33])([F:32])[F:1])(=[O:11])=[O:10])=[N:18][CH:17]=[CH:16][N:15]=2)[CH2:24][CH2:23][NH:22][CH2:21][CH2:20]1. Procedure: tert-butyl 4-[3-({[2-(trifluoromethyl)phenyl]sulfonyl}amino)pyrazin-2-yl]piperazine-1-carboxylate (1.46 g, 3 mmol) was dissolved in dichloromethane (50 mL) and trifluoroacetic acid (4.5 g, 40 mmol) was added at 0° C. The reaction mixture was stirred for 2 h. The solvents were evaporated and the residue redissolved in dichloromethane (50 ml) and evaporated to dryness to give the expected product N-(3-piperazin-1-ylpyrazin-2-yl)-2-(trifluoromethyl)benzenesulfonamide as a yellow solid (1.1 g, 95% y... The reactants are BrC=1C(=NC=C(C(=O)NC2=CC=C(C=C2)C(C(F)(F)F)(F)F)C1)N1C[C@@H](CC1)O ((R)-5-bromo-6-(3-hydroxypyrrolidin-1-yl)-N-(4-(perfluoroethyl)phenyl)nicotinamide), FC=1C=C(C=NC1)B(O)O ((5-fluoropyridin-3-yl)boronic acid). The product is FC=1C=C(C=NC1)C=1C(=NC=C(C1)C(=O)NC1=CC=C(C=C1)C(C(F)(F)F)(F)F)N1C[C@@H](CC1)O ((R)-5′-Fluoro-2-(3-hydroxypyrrolidin-1-yl)-N-(4-(perfluoroethyl)phenyl)-[3,3′-bipyridine]-5-carboxamide). RXN SMILES: Br[C:2]1[C:3]([N:24]2[CH2:28][CH2:27][C@@H:26]([OH:29])[CH2:25]2)=[N:4][CH:5]=[C:6]([CH:23]=1)[C:7]([NH:9][C:10]1[CH:15]=[CH:14][C:13]([C:16]([F:22])([F:21])[C:17]([F:20])([F:19])[F:18])=[CH:12][CH:11]=1)=[O:8].[F:30][C:31]1[CH:32]=[C:33](B(O)O)[CH:34]=[N:35][CH:36]=1>>[F:30][C:31]1[CH:32]=[C:33]([C:2]2[C:3]([N:24]3[CH2:28][CH2:27][C@@H:26]([OH:29])[CH2:25]3)=[N:4][CH:5]=[C:6]([C:7]([NH:9][C:10]3[CH:15]=[CH:14][C:13]([C:16]([F:22])([F:21])[C:17]([F:20])([F:19])[F:18])=[CH:12][CH:11]=3)=[O:8])[CH:23]=2)[CH:34]=[N:35][CH:36]=1. Reported procedure: The title compound was prepared in an analogous fashion to that described in Example 151 using (R)-5-bromo-6-(3-hydroxypyrrolidin-1-yl)-N-(4-(perfluoroethyl)phenyl)nicotinamide (Stage 208.1) and (5-fluoropyridin-3-yl)boronic acid to afford a beige solid. UPLC-MS (Condition 3) tR=1.10 min, m/z=497.4 [M+H]+, m/z=495.3 [M−H]−; 1H-NMR (400 MHz, DMSO-d6) δ ppm 1.69-1.79 (m, 1H) 1.85 (m, J=9.05 Hz, 1H) 2.88 (d, J=11.25 Hz, 1H) 3.18-3.29 (m, 2H) 3.35-3.46 (m, 1H) 4.16-4.26 (m, 1H) 4.87 (d, J=3.42 Hz, 1...